This data is from the Open Reaction Database (ORD), a public repository of structured organic reaction records. The task is: describe an organic reaction: reactants, conditions, products, and yield The reactants are CC=1C=C(C=CC1C(F)(F)F)C1=NC=2N(C(=C1)C(F)(F)F)N=CC2C(=O)O (5-(3-methyl-4-trifluoromethyl-phenyl)-7-trifluoromethyl-pyrazolo[1,5-a]pyrimidine-3-carboxylic acid), ONC(C1=CC(=CC=C1)S(N)(=O)=O)=N (N-hydroxy-3-sulfamoyl-benzamidine). Product: CC=1C=C(C=CC1C(F)(F)F)C1=NC=2N(C(=C1)C(F)(F)F)N=CC2C2=NC(=NO2)C=2C=C(C=CC2)S(=O)(=O)N (3-{5-[5-(3-Methyl-4-trifluoromethyl-phenyl)-7-trifluoromethyl-pyrazolo[1,5-a]pyrimidin-3-yl]-[1,2,4]oxadiazol-3-yl}-benzenesulfonamide). As a reaction SMILES: [CH3:1][C:2]1[CH:3]=[C:4]([C:12]2[CH:17]=[C:16]([C:18]([F:21])([F:20])[F:19])[N:15]3[N:22]=[CH:23][C:24]([C:25](O)=O)=[C:14]3[N:13]=2)[CH:5]=[CH:6][C:7]=1[C:8]([F:11])([F:10])[F:9].[OH:28][NH:29][C:30](=[NH:41])[C:31]1[CH:36]=[CH:35][CH:34]=[C:33]([S:37](=[O:40])(=[O:39])[NH2:38])[CH:32]=1>>[CH3:1][C:2]1[CH:3]=[C:4]([C:12]2[CH:17]=[C:16]([C:18]([F:21])([F:19])[F:20])[N:15]3[N:22]=[CH:23][C:24]([C:25]4[O:28][N:29]=[C:30]([C:31]5[CH:32]=[C:33]([S:37]([NH2:38])(=[O:39])=[O:40])[CH:34]=[CH:35][CH:36]=5)[N:41]=4)=[C:14]3[N:13]=2)[CH:5]=[CH:6][C:7]=1[C:8]([F:9])([F:10])[F:11]. Reported procedure: The title compound was prepared from 5-(3-methyl-4-trifluoromethyl-phenyl)-7-trifluoromethyl-pyrazolo[1,5-a]pyrimidine-3-carboxylic acid (example C.8) (195 mg, 0.5 mmol) and N-hydroxy-3-sulfamoyl-benzamidine [CAS-No. 9000-88-7] (161 mg, 0.75 mmol) according to general procedure II. Obtained after purification by flash chromatography (ethyl acetate/heptane) and crystallization (dichloromethane) as a light yellow solid (190 mg, 67%). MS (EI) 568.1 [(M)+]; mp 270° C. Reactants: C(C)OC(CNCCC=C(C1=CC=CC=C1)C1=CC=CC=C1)=O (N-[(4,4-diphenyl)but-3-enyl]glycine ethyl ester), BrCC (bromoethane), C([O-])([O-])=O.[K+].[K+] (potassium carbonate), [I-].[K+] (potassium iodide). Conditions: time 20 hour. Product: C(C)OC(CN(CC)CCC=C(C1=CC=CC=C1)C1=CC=CC=C1)=O (N-[(4,4-diphenyl)but-3-enyl]-N-ethylglycine ethyl ester). Isolated yield 66.4%. Reaction SMILES: [CH2:1]([O:3][C:4](=[O:23])[CH2:5][NH:6][CH2:7][CH2:8][CH:9]=[C:10]([C:17]1[CH:22]=[CH:21][CH:20]=[CH:19][CH:18]=1)[C:11]1[CH:16]=[CH:15][CH:14]=[CH:13][CH:12]=1)[CH3:2].Br[CH2:25][CH3:26].C(=O)([O-])[O-].[K+].[K+].[I-].[K+]>>[CH2:1]([O:3][C:4](=[O:23])[CH2:5][N:6]([CH2:7][CH2:8][CH:9]=[C:10]([C:17]1[CH:22]=[CH:21][CH:20]=[CH:19][CH:18]=1)[C:11]1[CH:12]=[CH:13][CH:14]=[CH:15][CH:16]=1)[CH2:25][CH3:26])[CH3:2] |f:2.3.4,5.6|. Procedure: A mixture of 0.158 g (0.5 mmol) of N-[(4,4-diphenyl)but-3-enyl]glycine ethyl ester (Compound A26), 0.234 g (2.1 mmol) bromoethane, 0.281 g (2 mmol) potassium carbonate and 0.068 g (0.4 mmol) potassium iodide was stirred under argon for 20 hours at room temperature. The reaction mixture was filtered, the solvent evaporated, and the residue chromatographed on a silica gel column with 20% ethyl acetate in hexanes to yield 0.112 g (66%) N-[(4,4-diphenyl)but-3-enyl]-N-ethylglycine ethyl ester (Compou... Reactants: CC(C)OC(C)C, COc1ccc(C(=O)NS(=O)(=O)C=Cc2ccc(Cl)c(Cl)c2)cc1OC, ClP(Cl)(Cl)(Cl)Cl, c1ccccc1. The product is COc1ccc(C(Cl)=NS(=O)(=O)C=Cc2ccc(Cl)c(Cl)c2)cc1OC. RXN SMILES: [CH:33]([O:34][CH:35]([CH3:36])[CH3:37])([CH3:38])[CH3:39].[Cl:1][c:2]1[cH:3][c:4]([CH:5]=[CH:6][S:7](=[O:8])(=[O:9])[NH:10][C:11]([c:12]2[cH:13][c:14]([O:20][CH3:21])[c:15]([O:18][CH3:19])[cH:16][cH:17]2)=[O:22])[cH:23][cH:24][c:25]1[Cl:26].[Cl:27][P:28]([Cl:29])([Cl:30])([Cl:31])[Cl:32].[cH:40]1[cH:41][cH:42][cH:43][cH:44][cH:45]1>>[Cl:1][c:2]1[cH:3][c:4]([CH:5]=[CH:6][S:7](=[O:8])(=[O:9])[N:10]=[C:11]([c:12]2[cH:13][c:14]([O:20][CH3:21])[c:15]([O:18][CH3:19])[cH:16][cH:17]2)[Cl:27])[cH:23][cH:24][c:25]1[Cl:26]. Starting materials: O (water), BrBr (bromine), CN(C1=CC=CC=C1)CCC(C)C (N-methyl-N-(3-methylbutyl)-aniline). Run in C(C)(=O)O (acetic acid), C(C)(=O)O (acetic acid). Reaction conditions: temperature 80 celsius, time 8 hour. The product is CN(C1=CC=C(C=C1)Br)CCC(C)C (N-methyl-N-(3-methylbutyl)-4-bromo-aniline). Isolated yield 75.7%. RXN SMILES: [Br:1]Br.[CH3:3][N:4]([CH2:11][CH2:12][CH:13]([CH3:15])[CH3:14])[C:5]1[CH:10]=[CH:9][CH:8]=[CH:7][CH:6]=1.O>C(O)(=O)C>[CH3:3][N:4]([CH2:11][CH2:12][CH:13]([CH3:15])[CH3:14])[C:5]1[CH:6]=[CH:7][C:8]([Br:1])=[CH:9][CH:10]=1. Reported procedure: A solution of 58 g of bromine in 60 ml of acetic acid was added dropwise at about 15° C. over one hour to a mixture of 64 g of the product of Step A in 300 ml of acetic acid and the mixture was stirred at 80° C. for 8 hours and was poured into iced water. The mixture was extracted with methylene chloride and the organic phase was washed with aqueous sodium bicarbonate, with water, dried and evaporated to dryness. The residue was distilled to obtain 70 g of N-methyl-N-(3-methylbutyl)-4-bromo-anil... The reactants are C[Si](C)(C)C=[N+]=[N-] (Trimethylsilyldiazomethane), FC(C1=NC(=NC=C1)C(=O)O)(F)F (4-(trifluoromethyl)pyrimidine-2-carboxylic acid), O (water). The reagents and catalysts are CC(=O)O (AcOH). Solvent: C1CCOC1 (THF), CO (MeOH). Run at temperature 0 celsius, time 2 hour. Product: FC(C1=NC(=NC=C1)C(=O)OC)(F)F (methyl 4-(trifluoromethyl)pyrimidine-2-carboxylate). As a reaction SMILES: [F:1][C:2]([F:13])([F:12])[C:3]1[CH:8]=[CH:7][N:6]=[C:5]([C:9]([OH:11])=[O:10])[N:4]=1.[CH3:14][Si](C=[N+]=[N-])(C)C.O>C1COCC1.CO.CC(O)=O>[F:13][C:2]([F:1])([F:12])[C:3]1[CH:8]=[CH:7][N:6]=[C:5]([C:9]([O:11][CH3:14])=[O:10])[N:4]=1. Reported procedure: 4-(trifluoromethyl)pyrimidine-2-carboxylic acid (500 mg, 2.6 mmol) was dissolved in a mixture of 1 mL of THF and 300 μL of MeOH and cooled to 0° C. Trimethylsilyldiazomethane (2M in ether, 2.6 mL, 5.2 mmol) was added dropwise. The solution was stirred for 2 hours at 0° C., then 1 hour at rt. A few drops of AcOH were added, followed by water. The aqueous solution was extracted three times with EtOAc. The combined organic layers were dried (Na2SO4), filtered, and concentrated to give an oil which ... Reactants: CCOC(C)=O, Cc1nc2c(Cl)cc(F)c([N+](=O)[O-])c2s1, Cl, [Fe], O. Yields the product Cc1nc2c(Cl)cc(F)c(N)c2s1. As a reaction SMILES: [CH3:16][CH2:17][O:18][C:19](=[O:20])[CH3:21].[Cl:1][c:2]1[cH:3][c:4]([F:15])[c:5]([N+:12]([O-:13])=[O:14])[c:6]2[c:7]1[n:8][c:9]([CH3:11])[s:10]2.[ClH:23].[Fe:24].[OH2:22]>>[Cl:1][c:2]1[cH:3][c:4]([F:15])[c:5]([NH2:12])[c:6]2[c:7]1[n:8][c:9]([CH3:11])[s:10]2.